Dataset: the Open Reaction Database (ORD), a public repository of structured organic reaction records. Task: describe an organic reaction: reactants, conditions, products, and yield Run at temperature -78 celsius, time 1 hour. The product is ClC=1SC(=CC1C(=O)O)C (2-chloro-5-methyl-3-thiophenecarboxylic acid). Procedure: 5-Bromo-2-chloro-3-thiophenecarboxylic acid (2.41 g) was dissolved in tetrahydrofuran (50 ml), and the mixture was cooled to -78° C. N-Butyllithium (1.6M in hexane, 14 ml) was slowly added dropwise. The mixture was stirred at -78° C. for 1 hour, and iodomethane (1.4 ml) was added dropwise. The reaction mixture was warmed to room temperature, stirred at room temperature for 15 hours, poured into water, acidified with 1N hydrochloric acid and extracted with ethyl acetate. The extract was dried ove... The reactants are [Li+].CCC[CH2-] (N-Butyllithium), Cl (hydrochloric acid), BrC1=CC(=C(S1)Cl)C(=O)O (5-Bromo-2-chloro-3-thiophenecarboxylic acid), IC (iodomethane). As a reaction SMILES: Br[C:2]1[S:6][C:5]([Cl:7])=[C:4]([C:8]([OH:10])=[O:9])[CH:3]=1.[Li+].[CH3:12]CC[CH2-].IC.Cl>O1CCCC1.O>[Cl:7][C:5]1[S:6][C:2]([CH3:12])=[CH:3][C:4]=1[C:8]([OH:10])=[O:9] |f:1.2|. The solvent is O1CCCC1 (tetrahydrofuran), O (water). Starting materials: [Br-], CO, Clc1ccc(-c2cc(C[N+]34CN5CN(CN(C5)C3)C4)on2)cc1, Cl. The product is NCc1cc(-c2ccc(Cl)cc2)no1. Reaction SMILES: [Br-:1].[CH3:26][OH:27].[Cl:2][c:3]1[cH:4][cH:5][c:6](-[c:9]2[n:10][o:11][c:12]([CH2:14][N+:15]34[CH2:16][N:17]5[CH2:18][N:19]([CH2:20][N:21]([CH2:22]5)[CH2:23]3)[CH2:24]4)[cH:13]2)[cH:7][cH:8]1.[ClH:25]>>[Cl:2][c:3]1[cH:4][cH:5][c:6](-[c:9]2[n:10][o:11][c:12]([CH2:14][NH2:15])[cH:13]2)[cH:7][cH:8]1. The reactants are ClC1=CC=C(C=C1)C1(CCN(CC1)C1CNCC1O)O (4-(4-Chlorophenyl)-1-(4-hydroxy-pyrrolidin-3-yl)-piperidin-4-ol), ClC1=NC=NC2=CC(=CC=C12)Cl (4,7-dichloroquinazoline). The product is ClC1=CC=C(C=C1)C1(CCN(CC1)[C@H]1CN(C[C@@H]1O)C1=NC=NC2=CC(=CC=C12)Cl)O (4-(4-Chloro-phenyl)-1-[(3S,4S)-1-(7-chloro-quinazolin-4-yl)-4-hydroxy-pyrrolidin-3-yl]-piperidin-4-ol). Reaction SMILES: [Cl:1][C:2]1[CH:7]=[CH:6][C:5]([C:8]2([OH:20])[CH2:13][CH2:12][N:11]([CH:14]3[CH:18]([OH:19])[CH2:17][NH:16][CH2:15]3)[CH2:10][CH2:9]2)=[CH:4][CH:3]=1.Cl[C:22]1[C:31]2[C:26](=[CH:27][C:28]([Cl:32])=[CH:29][CH:30]=2)[N:25]=[CH:24][N:23]=1>>[Cl:1][C:2]1[CH:7]=[CH:6][C:5]([C:8]2([OH:20])[CH2:13][CH2:12][N:11]([C@@H:14]3[C@@H:18]([OH:19])[CH2:17][N:16]([C:22]4[C:31]5[C:26](=[CH:27][C:28]([Cl:32])=[CH:29][CH:30]=5)[N:25]=[CH:24][N:23]=4)[CH2:15]3)[CH2:10][CH2:9]2)=[CH:4][CH:3]=1. Procedure: The title compound was prepared following general procedures described above from 4-(4-Chlorophenyl)-1-(4-hydroxy-pyrrolidin-3-yl)-piperidin-4-ol and 4,7-dichloroquinazoline. 1H-NMR (300 MHz, DMSO): δ1.57 (2H, m), 1.90 (2H, m), 2.60-2.70 (3H, m), 2.96 (2H, m), 3.70 (1H, m), 3.85 (1H, m), 4.10 (2H, m), 4.36 (1H, m), 4.90 (1H, s), 5.32 (1H, d), 7.40 (4H, dd), 7.48 (1H, m), 7.73 (1H, d), 8.30 (1H, d), 8.45 (1H, s). Retention Time (LC, method, AA standard): 1.48 min. MS (M+H+): 459. Reactants: Cc1c(Br)n[nH]c1Br, Cc1ccccc1, CCN(CC)C(=O)C(C)Cl, [H-], [Na+], O. Reaction SMILES: [Br:3][c:4]1[n:5][nH:6][c:7]([Br:10])[c:8]1[CH3:9].[CH3:22][c:23]1[cH:24][cH:25][cH:26][cH:27][cH:28]1.[Cl:11][CH:12]([C:13](=[O:14])[N:15]([CH2:16][CH3:17])[CH2:18][CH3:19])[CH3:20].[H-:1].[Na+:2].[OH2:21]>>[Br:3][c:4]1[n:5][n:6]([CH:12]([C:13](=[O:14])[N:15]([CH2:16][CH3:17])[CH2:18][CH3:19])[CH3:20])[c:7]([Br:10])[c:8]1[CH3:9]. Product: CCN(CC)C(=O)C(C)n1nc(Br)c(C)c1Br.